Dataset: the Open Reaction Database (ORD), a public repository of structured organic reaction records. Task: describe an organic reaction: reactants, conditions, products, and yield The reactants are CN(C)S(=O)(=O)n1cc(CC(C)(C)C)nc1C(=O)Cc1ccc(Br)cc1, C[Si](C)(C)Cl, ICI, C1CCOC1, I[Pb]I, [Zn]. Product: C=C(Cc1ccc(Br)cc1)c1nc(CC(C)(C)C)cn1S(=O)(=O)N(C)C. RXN SMILES: [Br:12][c:13]1[cH:14][cH:15][c:16]([CH2:19][C:20](=[O:21])[c:22]2[n:23]([S:32](=[O:33])(=[O:34])[N:35]([CH3:36])[CH3:37])[cH:24][c:25]([CH2:27][C:28]([CH3:29])([CH3:30])[CH3:31])[n:26]2)[cH:17][cH:18]1.[CH3:1][Si:2]([Cl:3])([CH3:4])[CH3:5].[I:9][CH2:10][I:11].[O:38]1[CH2:39][CH2:40][CH2:41][CH2:42]1.[Pb:6]([I:7])[I:8].[Zn:43]>>[CH2:10]=[C:20]([CH2:19][c:16]1[cH:15][cH:14][c:13]([Br:12])[cH:18][cH:17]1)[c:22]1[n:23]([S:32](=[O:33])(=[O:34])[N:35]([CH3:36])[CH3:37])[cH:24][c:25]([CH2:27][C:28]([CH3:29])([CH3:30])[CH3:31])[n:26]1. The reactants are O=C1CC(CN1CC1=CC=CC=C1)C(=O)O (5-oxo-1-(phenylmethyl)-3-pyrrolidinecarboxylic acid), C(=O)(N1C=NC=C1)N1C=NC=C1 (carbonyldiimidazole), C(CC)N (n-propylamine). Solvent: C(C)#N (acetonitrile). Conditions: temperature 60 celsius, time 2 hour. The product is O=C1CC(CN1CC1=CC=CC=C1)C(=O)NCCC (5-oxo-1-(phenylmethyl)-N-propyl-3-pyrrolidinecarboxamide). Isolated yield 92.2%. Reaction SMILES: [O:1]=[C:2]1[N:6]([CH2:7][C:8]2[CH:13]=[CH:12][CH:11]=[CH:10][CH:9]=2)[CH2:5][CH:4]([C:14]([OH:16])=O)[CH2:3]1.C(N1C=CN=C1)(N1C=CN=C1)=O.[CH2:29]([NH2:32])[CH2:30][CH3:31]>C(#N)C>[O:1]=[C:2]1[N:6]([CH2:7][C:8]2[CH:9]=[CH:10][CH:11]=[CH:12][CH:13]=2)[CH2:5][CH:4]([C:14]([NH:32][CH2:29][CH2:30][CH3:31])=[O:16])[CH2:3]1. Procedure details: To a solution of 10.96 g (50 mmole) of 5-oxo-1-(phenylmethyl)-3-pyrrolidinecarboxylic acid in 150 ml of acetonitrile was added 9.73 g (60 mmole) of carbonyldiimidazole. The reaction was heated to 60° C. for one hour, cooled to room temperature and treated with 4.13 g (70 mmole) of n-propylamine. After stirring for two hours, the solvent was removed in vacuo and the residue partitioned between ether and water. The organic layer was washed with water, 1N hydrochloric acid, dried over magnesium sul...